From a dataset of the Open Reaction Database (ORD), a public repository of structured organic reaction records. describe an organic reaction: reactants, conditions, products, and yield Starting materials: NC1=CC(=NC(=C1C#N)Br)NC(C)=O (N-(4-Amino-6-bromo-5-cyano-pyridin-2-yl)-acetamide), C(=O)([O-])[O-].[Cs+].[Cs+] (Cs2CO3), B(CC)(CC)CC (BEt3). Reagents/catalysts: C1=CC=C(C=C1)P([C-]2C=CC=C2)C3=CC=CC=C3.C1=CC=C(C=C1)P([C-]2C=CC=C2)C3=CC=CC=C3.Cl[Pd]Cl.[Fe+2] (Pd(dppf)Cl2). Run in CN(C)C=O (DMF). Reaction conditions: time 20 minute. The product is NC1=CC(=NC(=C1C#N)CC)N (4,6-Diamino-2-ethyl-nicotinonitrile). Yield: 39.6%. Reaction SMILES: [NH2:1][C:2]1[C:7]([C:8]#[N:9])=[C:6](Br)[N:5]=[C:4]([NH:11]C(=O)C)[CH:3]=1.C([O-])([O-])=O.[Cs+].[Cs+].B(CC)(CC)[CH2:22][CH3:23]>CN(C=O)C.C1C=CC(P(C2C=CC=CC=2)[C-]2C=CC=C2)=CC=1.C1C=CC(P(C2C=CC=CC=2)[C-]2C=CC=C2)=CC=1.Cl[Pd]Cl.[Fe+2]>[NH2:1][C:2]1[C:7]([C:8]#[N:9])=[C:6]([CH2:22][CH3:23])[N:5]=[C:4]([NH2:11])[CH:3]=1 |f:1.2.3,6.7.8.9|. Procedure details: A mixture of 4,6-diamino-2-bromo-nicotinonitrile from Example 65A (250 mg, 1.2 mmol), Pd(dppf)Cl2 (96 mg, 0.12 mmol), Cs2CO3 (576 mg, 1.8 mmol) in anhydrous DMF was flushed with nitrogen for 5 min before BEt3 (1.0 M solution in hexane, 1.42 mL, 1.4 mmol) was added. The sealed tube was heated@ 120° C. in a microwave reactor for 20 min. The reaction mixture was then partitioned between EtOAc and water, the organic layer was washed with water and brine, dried over Na2SO4, and concentrated in vacuo....